Dataset: the Open Reaction Database (ORD), a public repository of structured organic reaction records. Task: describe an organic reaction: reactants, conditions, products, and yield Starting materials: O=C([O-])[O-], CC#N, CN(C)C(=O)CCl, ClCCl, [Cs+], [Cs+], [Cs+], [I-], O=[N+]([O-])c1ccc2c(c1)CCNCC2, O=[N+]([O-])O. Product: CN(C)C(=O)CN1CCc2ccc([N+](=O)[O-])cc2CC1. RXN SMILES: [C:29](=[O:30])([O-:31])[O-:32].[CH3:19][C:20]#[N:21].[Cl:22][CH2:23][C:24](=[O:25])[N:26]([CH3:27])[CH3:28].[Cl:37][CH2:38][Cl:39].[Cs+:33].[Cs+:34].[Cs+:36].[I-:35].[N+:1](=[O:2])([O-:3])[c:4]1[cH:5][c:6]2[c:7]([cH:13][cH:14]1)[CH2:8][CH2:9][NH:10][CH2:11][CH2:12]2.[OH:15][N+:16](=[O:17])[O-:18]>>[N+:1](=[O:2])([O-:3])[c:4]1[cH:5][c:6]2[c:7]([cH:13][cH:14]1)[CH2:8][CH2:9][N:10]([CH2:23][C:24](=[O:25])[N:26]([CH3:27])[CH3:28])[CH2:11][CH2:12]2. Reactants: Compound 209, CC(C)C[AlH]CC(C)C (DIBAL), ClC1=CC2=C(C=C1)OC(C1=C3C(=CC(NC3=CC=C12)(C)C)C)O ((R/S)-9-chloro-1,2-dihydro-5-hydroxy-2,2,4-trimethy1-5H-chromeno[3,4-f]quinoline), 5-chloro-2-hydroxyphenyD-1,2-dihydro-5-hydroxymethyl-2,2,4-trimethylquinoline. The solvent is C1CCOC1 (THF). Reaction conditions: temperature -40 celsius. The product is ClC1=CC2=C(C=C1)OC(C1=C3C(=CC(NC3=CC=C12)(C)C)C)O ((R/S)-9-chloro-1,2-dihydro-5-hydroxy-2,2,4-trimethyl-5H-chromeno[3,4-f]quinoline), ClC=1C=CC(=C(C1)C=1C(=C2C(=CC(NC2=CC1)(C)C)C)CO)O (6-(5-chloro-2-hydroxyphenyl-)1,2dihydro-5-hydroxymethyl-2,2,4-trimethylquinoline). As a reaction SMILES: [Cl:1][C:2]1[CH:7]=[CH:6][C:5]2[O:8][CH:9]([OH:23])[C:10]3[C:19]([C:4]=2[CH:3]=1)=[CH:18][CH:17]=[C:16]1[C:11]=3[C:12]([CH3:22])=[CH:13][C:14]([CH3:21])([CH3:20])[NH:15]1.CC(C[AlH]CC(C)C)C>C1COCC1>[Cl:1][C:2]1[CH:7]=[CH:6][C:5]2[O:8][CH:9]([OH:23])[C:10]3[C:19]([C:4]=2[CH:3]=1)=[CH:18][CH:17]=[C:16]1[C:11]=3[C:12]([CH3:22])=[CH:13][C:14]([CH3:20])([CH3:21])[NH:15]1.[Cl:1][C:2]1[CH:7]=[CH:6][C:5]([OH:8])=[C:4]([C:19]2[C:10]([CH2:9][OH:23])=[C:11]3[C:16](=[CH:17][CH:18]=2)[NH:15][C:14]([CH3:21])([CH3:20])[CH:13]=[C:12]3[CH3:22])[CH:3]=1. Reported procedure: (R/S)-9-chloro-1,2-dihydro-5-hydroxy-2,2,4-trimethy1-5H-chromeno[3,4-f]quinoline (structure 46 of Scheme XIV, where R1 =H, R2 =chloro) and 6-(5-chloro-2-hydroxyphenyD-1,2-dihydro-5-hydroxymethyl-2,2,4-trimethylquinoline (structure 94 of Scheme XXV, where R1-2 =R4-6 =H, R3 =chloro, R7-9 =methyl). Compound 209 (EXAMPLE 109) (100 mg, 0.307 mmol) was dissolved in THF, cooled to -40° C., and treated with DIBAL (614 gL, 0.614 mmol, 1M in THF, Aldrich), warming to -20° C. over 30 min. The reaction mixt... Starting materials: BrCCCCBr, O=C([O-])[O-], CCO, [K+], [K+], NC1(c2ccccc2)CCC(=O)CC1, O. Yields the product O=C1CCC(c2ccccc2)(N2CCCC2)CC1. RXN SMILES: [Br:15][CH2:16][CH2:17][CH2:18][CH2:19][Br:20].[C:21](=[O:22])([O-:23])[O-:24].[CH3:27][CH2:28][OH:29].[K+:25].[K+:26].[NH2:1][C:2]1([c:9]2[cH:10][cH:11][cH:12][cH:13][cH:14]2)[CH2:3][CH2:4][C:5](=[O:8])[CH2:6][CH2:7]1.[OH2:30]>>[N:1]1([C:2]2([c:9]3[cH:10][cH:11][cH:12][cH:13][cH:14]3)[CH2:3][CH2:4][C:5](=[O:8])[CH2:6][CH2:7]2)[CH2:16][CH2:17][CH2:18][CH2:19]1. Reactants: Cc1ccc(C)c(Cl)c1, Nc1cccc(C(F)(F)F)c1. Product: Cc1ccc(C)c(Nc2cccc(C(F)(F)F)c2)c1. Reaction SMILES: [Cl:1][c:2]1[c:3]([CH3:9])[cH:4][cH:5][c:6]([CH3:8])[cH:7]1.[F:10][C:11]([c:12]1[cH:13][c:14]([NH2:15])[cH:16][cH:17][cH:18]1)([F:19])[F:20]>>[c:2]1([NH:15][c:14]2[cH:13][c:12]([C:11]([F:10])([F:19])[F:20])[cH:18][cH:17][cH:16]2)[c:3]([CH3:9])[cH:4][cH:5][c:6]([CH3:8])[cH:7]1. Reactants: C(C1=CC=CC=C1)OC1=CC=C(C=C1)CCC1(CC(=CC(O1)=O)O)C(C)C (6-[2-(4-benzyloxy-phenyl)-ethyl]-4-hydroxy-6-isopropyl-5,6-dihydro-pyran-2-one), C (charcoal). The reagents and catalysts are [Pd] (Pd). Run in C1CCOC1 (THF). Product: OC1=CC(OC(C1)(C(C)C)CCC1=CC=C(C=C1)O)=O (4-Hydroxy-6-[2-(4-hydroxy-phenyl)-ethyl]-6-isopropyl-5,6-dihydro-pyran-2-one). Reaction SMILES: C([O:8][C:9]1[CH:14]=[CH:13][C:12]([CH2:15][CH2:16][C:17]2([CH:25]([CH3:27])[CH3:26])[O:22][C:21](=[O:23])[CH:20]=[C:19]([OH:24])[CH2:18]2)=[CH:11][CH:10]=1)C1C=CC=CC=1.C>[Pd].C1COCC1>[OH:24][C:19]1[CH2:18][C:17]([CH2:16][CH2:15][C:12]2[CH:13]=[CH:14][C:9]([OH:8])=[CH:10][CH:11]=2)([CH:25]([CH3:27])[CH3:26])[O:22][C:21](=[O:23])[CH:20]=1. Procedure details: The title compound was prepared as described in General Method 4 using 30 g of 6-[2-(4-benzyloxy-phenyl)-ethyl]-4-hydroxy-6-isopropyl-5,6-dihydro-pyran-2-one (prepared in the paragraph above), 3 g of 20% Pd over charcoal and 600 mL of THF. The crude compound was purified by silica gel filtration. 1H NMR (DMSO-d6) δ 0.83 (d, 3 H), 0.86 (d, 3 H), 1.78 (m, 2 H), 2.06 (m, 1 H), 2.25 (d of ABX q, 1 H), 2.39 (m, 2 H), 2.53 (d of ABX q, 1 H), 4.89 (s, 1 H), 6.6 (d, 2 H), 6.89 (d, 2 H), 9.1 (br s, 1 H). Reactants: N#Cc1ccc(C(=O)O)cn1, Cc1ccccc1, CN(C)C=O, O=S(Cl)Cl. Yields the product N#Cc1ccc(C(=O)Cl)cn1. Reaction SMILES: [C:1](#[N:2])[c:3]1[n:4][cH:5][c:6]([C:7](=[O:8])[OH:9])[cH:10][cH:11]1.[CH3:21][c:22]1[cH:23][cH:24][cH:25][cH:26][cH:27]1.[O:16]=[CH:17][N:18]([CH3:19])[CH3:20].[S:12]([Cl:13])([Cl:14])=[O:15]>>[C:1](#[N:2])[c:3]1[n:4][cH:5][c:6]([C:7](=[O:8])[Cl:14])[cH:10][cH:11]1.